describe an organic reaction: reactants, conditions, products, and yield From a dataset of the Open Reaction Database (ORD), a public repository of structured organic reaction records. The reactants are CCCC(CCC)N1CCc2c(C(=O)OC)cc(NS(C)(=O)=O)cc2C1=O, CN(C)C=O, CCOC(C)=O, [H-], CI, [Na+], O. Product: CCCC(CCC)N1CCc2c(C(=O)OC)cc(N(C)S(C)(=O)=O)cc2C1=O. RXN SMILES: [CH3:1][S:2](=[O:3])(=[O:4])[NH:5][c:6]1[cH:7][c:8]([C:24](=[O:25])[O:26][CH3:27])[c:9]2[c:14]([cH:15]1)[C:13](=[O:16])[N:12]([CH:17]([CH2:18][CH2:19][CH3:20])[CH2:21][CH2:22][CH3:23])[CH2:11][CH2:10]2.[CH3:33][N:34]([CH3:35])[CH:36]=[O:37].[CH3:38][CH2:39][O:40][C:41](=[O:42])[CH3:43].[H-:28].[I:30][CH3:31].[Na+:29].[OH2:32]>>[CH3:1][S:2](=[O:3])(=[O:4])[N:5]([c:6]1[cH:7][c:8]([C:24](=[O:25])[O:26][CH3:27])[c:9]2[c:14]([cH:15]1)[C:13](=[O:16])[N:12]([CH:17]([CH2:18][CH2:19][CH3:20])[CH2:21][CH2:22][CH3:23])[CH2:11][CH2:10]2)[CH3:31].